describe an organic reaction: reactants, conditions, products, and yield From a dataset of the Open Reaction Database (ORD), a public repository of structured organic reaction records. Starting materials: CO, Cc1c(Cl)cc(C(=O)NCC2CCNCC2)c(=O)n1C(C)C, C1CCC2(CC1)CO2. Product: Cc1c(Cl)cc(C(=O)NCC2CCN(CC3(O)CCCCC3)CC2)c(=O)n1C(C)C. As a reaction SMILES: [CH3:31][OH:32].[Cl:1][c:2]1[cH:3][c:4]([C:13](=[O:14])[NH:15][CH2:16][CH:17]2[CH2:18][CH2:19][NH:20][CH2:21][CH2:22]2)[c:5](=[O:12])[n:6]([CH:9]([CH3:10])[CH3:11])[c:7]1[CH3:8].[O:23]1[CH2:24][C:25]12[CH2:26][CH2:27][CH2:28][CH2:29][CH2:30]2>>[Cl:1][c:2]1[cH:3][c:4]([C:13](=[O:14])[NH:15][CH2:16][CH:17]2[CH2:18][CH2:19][N:20]([CH2:24][C:25]3([OH:23])[CH2:26][CH2:27][CH2:28][CH2:29][CH2:30]3)[CH2:21][CH2:22]2)[c:5](=[O:12])[n:6]([CH:9]([CH3:10])[CH3:11])[c:7]1[CH3:8].